From a dataset of the Open Reaction Database (ORD), a public repository of structured organic reaction records. describe an organic reaction: reactants, conditions, products, and yield The reactants are CI, [H-], [Na+], [Na+], O=C([O-])O, CN(C)C=O, CC(C)(C)OC(=O)N1CCC(Oc2cccc3ccc(-c4nnc5ccccn45)nc23)CC1CO. RXN SMILES: [CH3:38][I:39].[H-:37].[Na+:36].[Na+:49].[O-:45][C:46]([OH:47])=[O:48].[O:40]=[CH:41][N:42]([CH3:43])[CH3:44].[n:1]1[n:2][c:3](-[c:10]2[n:11][c:12]3[c:13]([O:20][CH:21]4[CH2:22][CH:23]([CH2:34][OH:35])[N:24]([C:27](=[O:28])[O:29][C:30]([CH3:31])([CH3:32])[CH3:33])[CH2:25][CH2:26]4)[cH:14][cH:15][cH:16][c:17]3[cH:18][cH:19]2)[n:4]2[c:5]1[cH:6][cH:7][cH:8][cH:9]2>>[n:1]1[n:2][c:3](-[c:10]2[n:11][c:12]3[c:13]([O:20][CH:21]4[CH2:22][CH:23]([CH2:34][O:35][CH3:38])[N:24]([C:27](=[O:28])[O:29][C:30]([CH3:31])([CH3:32])[CH3:33])[CH2:25][CH2:26]4)[cH:14][cH:15][cH:16][c:17]3[cH:18][cH:19]2)[n:4]2[c:5]1[cH:6][cH:7][cH:8][cH:9]2. The product is COCC1CC(Oc2cccc3ccc(-c4nnc5ccccn45)nc23)CCN1C(=O)OC(C)(C)C. The reactants are CC=1OC(C(N1)=CC1=CC=C(C=C1)F)=O (2-methyl-4-(4-fluorobenzylidene)-oxazol-5-one), FC(CCO)=C(F)F (3,4,4-trifluorobut-3-enol). The reagents and catalysts are CN(C1=CC=NC=C1)C (4-dimethylaminopyridine). Run in C1(=CC=CC=C1)C (toluene). Product: FC1=CC=C(C=C1)C=C(C(=O)OCCC(=C(F)F)F)NC(C)=O (3,4,4-trifluorobut-3-enyl 3-(4-fluorophenyl)-2-acetylamino-prop-2-enoate). Isolated yield 49.1%. Reaction SMILES: [CH3:1][C:2]1[O:3][C:4](=[O:15])[C:5](=[CH:7][C:8]2[CH:13]=[CH:12][C:11]([F:14])=[CH:10][CH:9]=2)[N:6]=1.[F:16][C:17](=[C:21]([F:23])[F:22])[CH2:18][CH2:19][OH:20]>C1(C)C=CC=CC=1.CN(C)C1C=CN=CC=1>[F:14][C:11]1[CH:10]=[CH:9][C:8]([CH:7]=[C:5]([NH:6][C:2](=[O:3])[CH3:1])[C:4]([O:20][CH2:19][CH2:18][C:17]([F:16])=[C:21]([F:23])[F:22])=[O:15])=[CH:13][CH:12]=1. Procedure: 8.2 g (40 mmol) of 2-methyl-4-(4-fluorobenzylidene)-oxazol-5-one of Example (II-1) in 100 ml of toluene are heated overnight under reflux with 6.3 g (50 mmol) of 3,4,4-trifluorobut-3-enol, with the addition of 200 mg of 4-dimethylaminopyridine. After cooling, the solution is washed with water and concentrated under reduced pressure and the brown solid is chromatographed over silica gel using the system chloroform/ethyl acetate (4:1). 6.5 g (Yield 49% of theory) of 3,4,4-trifluorobut-3-enyl 3-(4-... The reactants are COC=1C=C(C=CC1OC)C1=NN2C(C(N1)=S)=C(N=C2C)C (2-(3,4-Dimethoxyphenyl)-5,7-dimethylimidazo[5,1-f][1,2,4]triazine-4(3H)-thione), C(O)([O-])=O.[Na+] (sodium hydrogencarbonate), ClCCl (dichloromethane), Br.N1=CC(=CC=C1)CBr (3-picolyl bromide hydrobromide). Run in CS(=O)C (DMSO). Conditions: temperature 60 celsius, time 8 hour. Yields the product COC=1C=C(C=CC1OC)C1=NN2C(C(=N1)SCC=1C=NC=CC1)=C(N=C2C)C (2-(3,4-Dimethoxyphenyl)-5,7-dimethyl-4-[(3-pyridinylmethyl)sulphanyl]imidazo-[5,1-f][1,2,4]triazine). As a reaction SMILES: [CH3:1][O:2][C:3]1[CH:4]=[C:5]([C:11]2[NH:16][C:15](=[S:17])[C:14]3=[C:18]([CH3:22])[N:19]=[C:20]([CH3:21])[N:13]3[N:12]=2)[CH:6]=[CH:7][C:8]=1[O:9][CH3:10].C(=O)([O-])O.[Na+].Br.[N:29]1[CH:34]=[CH:33][CH:32]=[C:31]([CH2:35]Br)[CH:30]=1.ClCCl>CS(C)=O>[CH3:1][O:2][C:3]1[CH:4]=[C:5]([C:11]2[N:16]=[C:15]([S:17][CH2:35][C:31]3[CH:30]=[N:29][CH:34]=[CH:33][CH:32]=3)[C:14]3=[C:18]([CH3:22])[N:19]=[C:20]([CH3:21])[N:13]3[N:12]=2)[CH:6]=[CH:7][C:8]=1[O:9][CH3:10] |f:1.2,3.4|. Procedure: A solution of Example 27A (50 mg, 0.16 mmol) in 5 ml of DMSO is added to 5 ml of a saturated sodium hydrogencarbonate solution. 80 mg (0.32 mmol) of 3-picolyl bromide hydrobromide are then added and the reaction mixture is stirred at 60° C. overnight. After cooling, the batch is poured onto 50 ml of dichloromethane and washed with water (3×50 ml). The organic phase is dried (sodium sulphate) and the solvent is removed in vacuo. The crude material obtained is purified by flash chromatography (elu... Starting materials: CC(C#CC1=CC(=CS1)NC1CCC2(OCCO2)CC1)(C)C ([5-(3,3-dimethyl-but-1-ynyl)-thiophen-3-yl]-(1,4-dioxa-spiro[4.5]dec-8-yl)-amine), C(C)(C)N(CC)C(C)C (diisopropylethylamine), CC1=CC[C@@H]([C@H](C1)C)C(=O)O ((1S,6S)-4,6-Dimethyl-cyclohex-3-ene-carboxylic acid), C(=O)(C(=O)Cl)Cl ((COCl)2). The solvent is ClCCCl (1,2-dichloroethane), CN(C)C=O (DMF), C(Cl)Cl (CH2Cl2), C(Cl)Cl (CH2Cl2). Run at temperature 0 celsius, time 2 hour. The product is CC(C#CC1=CC(=CS1)N(C(=O)[C@H]1CC=C(C[C@@H]1C)C)C1CCC2(OCCO2)CC1)(C)C ((1S,6S)-4,6-dimethyl-cyclohex-3-ene-carboxylic acid [5-(3,3-dimethyl-but-1-ynyl)-thiophen-3-yl]-(1,4-dioxa-spiro[4.5]dec-8-yl)-amide). Isolated yield 92.3%. Reaction SMILES: [CH3:1][C:2]1[CH2:7][C@H:6]([CH3:8])[C@@H:5]([C:9]([OH:11])=O)[CH2:4][CH:3]=1.C(Cl)(C(Cl)=O)=O.[CH3:18][C:19]([CH3:39])([CH3:38])[C:20]#[C:21][C:22]1[S:26][CH:25]=[C:24]([NH:27][CH:28]2[CH2:37][CH2:36][C:31]3([O:35][CH2:34][CH2:33][O:32]3)[CH2:30][CH2:29]2)[CH:23]=1.C(N(C(C)C)CC)(C)C>C(Cl)Cl.ClCCCl.CN(C=O)C>[CH3:18][C:19]([CH3:39])([CH3:38])[C:20]#[C:21][C:22]1[S:26][CH:25]=[C:24]([N:27]([CH:28]2[CH2:37][CH2:36][C:31]3([O:32][CH2:33][CH2:34][O:35]3)[CH2:30][CH2:29]2)[C:9]([C@@H:5]2[C@@H:6]([CH3:8])[CH2:7][C:2]([CH3:1])=[CH:3][CH2:4]2)=[O:11])[CH:23]=1. Reported procedure: (1S,6S)-4,6-Dimethyl-cyclohex-3-ene-carboxylic acid (3.04 g, 19.7 mmol) was dissolved in CH2Cl2 (30 mL) and DMF (20 μL) was added. The solution was cooled to 0° C. and then (COCl)2 (3.7 mL, 39 mmol) was added slowly. The reaction was stirred in an ice bath for 2 hours and then concentrated. The residue was taken up in hexanes and concentrated; this hexanes coevaporation was repeated once more. To the residue was added [5-(3,3-dimethyl-but-1-ynyl)-thiophen-3-yl]-(1,4-dioxa-spiro[4.5]dec-8-yl)-ami... Starting materials: C1(=CC=CC=C1)CN(CCC1=CC=C(C=C1)NC(NC(C1=CC=CC=C1)=O)=S)C (3-(4-(2-((phenylmethyl)(methyl)amino)ethyl)phenyl)-1-benzoyl-2-thiourea), [OH-].[Na+] (sodium hydroxide). The solvent is O (water). Reaction conditions: temperature 90 celsius. Product: C1(=CC=CC=C1)CN(CCC1=CC=C(C=C1)NC(=S)N)C (1-(4-(2-((phenylmethyl)(methyl)amino)ethyl)phenyl)-2-thiourea). The yield is 96.0%. Reaction SMILES: [C:1]1([CH2:7][N:8]([CH3:29])[CH2:9][CH2:10][C:11]2[CH:16]=[CH:15][C:14]([NH:17][C:18](=[S:28])[NH:19]C(=O)C3C=CC=CC=3)=[CH:13][CH:12]=2)[CH:6]=[CH:5][CH:4]=[CH:3][CH:2]=1.[OH-].[Na+]>O>[C:1]1([CH2:7][N:8]([CH3:29])[CH2:9][CH2:10][C:11]2[CH:12]=[CH:13][C:14]([NH:17][C:18]([NH2:19])=[S:28])=[CH:15][CH:16]=2)[CH:2]=[CH:3][CH:4]=[CH:5][CH:6]=1 |f:1.2|. Procedure details: A mixture of 3-(4-(2-(benzylmethylamino)ethyl)phenyl)-1-benzoyl-2-thiourea (step (e), 2.4 g, 5.95 mmol) and 2.5N aqueous sodium hydroxide (20 ml) was heated at 90° C. for 35 minutes with stirring. The warm reaction mixture was then poured into water (60 ml) with stirring. The product was extracted into three portions of methylene chloride. The combined extracts were washed with water, dried over magnesium sulfate and concentrated to dryness to yield 1.71 g of crude 1-(4-(2-((phenylmethyl)(methyl... The reactants are NN1C(C=2C3CCC(C2C(=N1)C(C)C)CC3)=O (2-amino-4-isopropyl-1-oxo-5,6,7,8-tetrahydro-5,8-ethanophthalazine), N1=CC=CC=C1 (pyridine), C12(CC3CC(CC(C1)C3)C2)CC(=O)Cl ((adamantan-1-yl)acetyl chloride). The solvent is C(Cl)Cl (CH2Cl2), CCOC(=O)C (EtOAc). Product: C12(CC3CC(CC(C1)C3)C2)CC(=O)NN2C(C=3C1CCC(C3C(=N2)C(C)C)CC1)=O (2-(1-adamantyl)-N-(4-isopropyl-1-oxo-5,6,7,8-tetrahydro-5,8-ethanophthalazin-2(1H)-yl)acetamide). As a reaction SMILES: [NH2:1][N:2]1[N:11]=[C:10]([CH:12]([CH3:14])[CH3:13])[C:9]2[CH:8]3[CH2:15][CH2:16][CH:5]([CH2:6][CH2:7]3)[C:4]=2[C:3]1=[O:17].N1C=CC=CC=1.[C:24]12([CH2:34][C:35](Cl)=[O:36])[CH2:33][CH:28]3[CH2:29][CH:30]([CH2:32][CH:26]([CH2:27]3)[CH2:25]1)[CH2:31]2>C(Cl)Cl.CCOC(C)=O>[C:24]12([CH2:34][C:35]([NH:1][N:2]3[N:11]=[C:10]([CH:12]([CH3:14])[CH3:13])[C:9]4[CH:8]5[CH2:15][CH2:16][CH:5]([CH2:6][CH2:7]5)[C:4]=4[C:3]3=[O:17])=[O:36])[CH2:31][CH:30]3[CH2:29][CH:28]([CH2:27][CH:26]([CH2:32]3)[CH2:25]1)[CH2:33]2. Reported procedure: A mixture of Example 8C (18.3 mg), pyridine (0.008 mL, 0.10 mmol), and (adamantan-1-yl)acetyl chloride (18.7 mg, 0.088 mmol) in CH2Cl2 (0.35 mL) was stirred for 2 hours, diluted with EtOAc, washed with saturated aqueous NaHCO3 and brine, dried (Na2SO4), and filtered. The residue was chromatographed on SiO2 (20% EtOAc/CH2Cl2) to give the title compound (17.6 mg, 0.043 mmol) as a white solid. 1H NMR (300 MHz, DMSO-d6) δ 10.95 (s, 1H), 3.40-3.35 (m, 1H), 3.21-3.07 (m, 2H), 1.99 (s, 2H), 1.93 (s, 3H... Isolated yield 54.8%. Reactants: [BH4-], CC(C)(C)OC(=O)NC1CCC(N)CC1, O=C([O-])[O-], CO, [Na+], [Na+], [Na+], O=Cc1cccc(-c2ccncc2)c1. The product is CC(C)(C)OC(=O)NC1CCC(NCc2cccc(-c3ccncc3)c2)CC1. Reaction SMILES: [BH4-:30].[C:15]([CH3:16])([CH3:17])([CH3:18])[O:19][C:20]([NH:21][CH:22]1[CH2:23][CH2:24][CH:25]([NH2:28])[CH2:26][CH2:27]1)=[O:29].[C:32](=[O:33])([O-:34])[O-:35].[CH3:38][OH:39].[Na+:31].[Na+:36].[Na+:37].[n:1]1[cH:2][cH:3][c:4](-[c:7]2[cH:8][c:9]([CH:10]=[O:11])[cH:12][cH:13][cH:14]2)[cH:5][cH:6]1>>[n:1]1[cH:2][cH:3][c:4](-[c:7]2[cH:8][c:9]([CH2:10][NH:28][CH:25]3[CH2:24][CH2:23][CH:22]([NH:21][C:20]([O:19][C:15]([CH3:16])([CH3:17])[CH3:18])=[O:29])[CH2:27][CH2:26]3)[cH:12][cH:13][cH:14]2)[cH:5][cH:6]1. The reactants are N1=CC=C(C=C1)OC=1C=C(CN[C@H]2CCCC3=CC=CC=C23)C=CC1 (N-[3-(4-pyridinyloxy)benzyl]-N-[(1S)-1,2,3,4-tetrahydro-1-naphthalenyl]amine), C(=O)([O-])[O-].[Na+].[Na+] (Na2CO3), C(C)(C)N(CC)C(C)C (diisopropylethyl amine), C1=C2C(=CC3=C1C(=O)OC3=O)C(=O)OC2=O (1,2,4,5-benzenetetracarboxylic dianhydride). Run in C1CCOC1 (THF). Reaction conditions: time 1 hour. The product is N1=CC=C(C=C1)OC=1C=C(CN(C(=O)C2=C(C=C(C(=C2)C(=O)O)C(=O)O)C(=O)O)[C@H]2CCCC3=CC=CC=C23)C=CC1 (5-({[3-(4-pyridinyloxy)benzyl][(1S)-1,2,3,4-tetrahydro-1-naphthalenyl]amino}carbonyl)-1,2,4-benzenetricarboxylic acid). As a reaction SMILES: [N:1]1[CH:6]=[CH:5][C:4]([O:7][C:8]2[CH:9]=[C:10]([CH:23]=[CH:24][CH:25]=2)[CH2:11][NH:12][C@@H:13]2[C:22]3[C:17](=[CH:18][CH:19]=[CH:20][CH:21]=3)[CH2:16][CH2:15][CH2:14]2)=[CH:3][CH:2]=1.C(N(C(C)C)CC)(C)C.[CH:35]1[C:40]2[C:41]([O:43][C:44](=[O:45])[C:39]=2[CH:38]=[C:37]2[C:46]([O:48][C:49](=[O:50])[C:36]=12)=[O:47])=[O:42].C([O-])([O-])=[O:52].[Na+].[Na+]>C1COCC1>[N:1]1[CH:2]=[CH:3][C:4]([O:7][C:8]2[CH:9]=[C:10]([CH:23]=[CH:24][CH:25]=2)[CH2:11][N:12]([C@@H:13]2[C:22]3[C:17](=[CH:18][CH:19]=[CH:20][CH:21]=3)[CH2:16][CH2:15][CH2:14]2)[C:41]([C:40]2[CH:35]=[C:36]([C:49]([OH:48])=[O:50])[C:37]([C:46]([OH:52])=[O:47])=[CH:38][C:39]=2[C:44]([OH:43])=[O:45])=[O:42])=[CH:5][CH:6]=1 |f:3.4.5|. Procedure details: The product from Example 106A (1.17 g), diisopropylethyl amine (2.5 mL, 14.4 mmol) and 1,2,4,5-benzenetetracarboxylic dianhydride (0.78 g, 3.58 mmol) in THF (30 mL) were processed as described in Example 1B. The reaction mixture was treated with saturated Na2CO3 solution (30 mL), and stirred vigorously at room temperature for 1 hour. The layers were separated and the aqueous layer was acidified with 1N HCl. The acidified aqueous layer was evaporated under reduced pressure to afford off-white pla...